The task is: describe an organic reaction: reactants, conditions, products, and yield. This data is from the Open Reaction Database (ORD), a public repository of structured organic reaction records. The reactants are ClCCCCCCl (1,5-dichloropentane), [Mg] (magnesium), ClC[Si](C1=CC=C(C=C1)F)(Cl)Cl ((chloromethyl)dichloro (4-fluorophenyl)silane). The product is ClC[Si]1(CCCCC1)C1=CC=C(C=C1)F (1-(chloromethyl)-1-(4-fluorophenyl)-1-silacyclohexane). The yield is 48.1%. RXN SMILES: Cl[CH2:2][CH2:3][CH2:4][CH2:5][CH2:6]Cl.[Mg].[Cl:9][CH2:10][Si:11](Cl)(Cl)[C:12]1[CH:17]=[CH:16][C:15]([F:18])=[CH:14][CH:13]=1>>[Cl:9][CH2:10][Si:11]1([C:12]2[CH:17]=[CH:16][C:15]([F:18])=[CH:14][CH:13]=2)[CH2:6][CH2:5][CH2:4][CH2:3][CH2:2]1. Procedure: In the same apparatus and procedures as Example 1-i) were reacted 6.2 g of 1,5-dichloropentane (0.044 mol) and 2.8 g of magnesium species (0.11 mol), and then followed by coupling with 5.6 g (0.03 mol) of (chloromethyl)dichloro (4-fluorophenyl)silane prepared from the above procedure i) to give 3.5 g of 1-(chloromethyl)-1-(4-fluorophenyl)-1-silacyclohexane (74° C./0.2 mmHg). Reactants: CO, Cl, CC(C)(C)OC(=O)N1CC=C(c2cnc(N)c(-c3noc(-c4ccccc4)n3)n2)CC1, C1COCCO1. Product: Nc1ncc(C2=CCNCC2)nc1-c1noc(-c2ccccc2)n1. As a reaction SMILES: [CH3:39][OH:40].[ClH:1].[NH2:8][c:9]1[n:10][cH:11][c:12]([C:26]2=[CH:31][CH2:30][N:29]([C:32]([O:33][C:34]([CH3:35])([CH3:36])[CH3:37])=[O:38])[CH2:28][CH2:27]2)[n:13][c:14]1-[c:15]1[n:16][o:17][c:18](-[c:20]2[cH:21][cH:22][cH:23][cH:24][cH:25]2)[n:19]1.[O:2]1[CH2:3][CH2:4][O:5][CH2:6][CH2:7]1>>[NH2:8][c:9]1[n:10][cH:11][c:12]([C:26]2=[CH:31][CH2:30][NH:29][CH2:28][CH2:27]2)[n:13][c:14]1-[c:15]1[n:16][o:17][c:18](-[c:20]2[cH:21][cH:22][cH:23][cH:24][cH:25]2)[n:19]1. The reactants are [BH3-]C#N, ClCCl, CCCC(NC(=O)Cc1cc(F)cc(F)c1)C(=O)Nc1nnc(C(C)CC=O)s1, CC(C)N, CC(=O)O, CC(Cl)Cl, [Na+], [Na+], [Na+], O=S(=O)([O-])[O-]. The product is CCCC(NC(=O)Cc1cc(F)cc(F)c1)C(=O)Nc1nnc(C(C)CCNC(C)C)s1. RXN SMILES: [C:34]([BH3-:35])#[N:36].[CH2:49]([Cl:50])[Cl:51].[CH3:1][CH:2]([CH2:3][CH:4]=[O:5])[c:6]1[n:7][n:8][c:9]([NH:11][C:12]([CH:13]([CH2:14][CH2:15][CH3:16])[NH:17][C:18]([CH2:19][c:20]2[cH:21][c:22]([F:27])[cH:23][c:24]([F:26])[cH:25]2)=[O:28])=[O:29])[s:10]1.[CH3:30][CH:31]([CH3:32])[NH2:33].[CH3:52][C:53](=[O:54])[OH:55].[Cl:45][CH:46]([Cl:47])[CH3:48].[Na+:37].[Na+:38].[Na+:39].[O-:40][S:41](=[O:42])(=[O:43])[O-:44]>>[CH3:1][CH:2]([CH2:3][CH2:4][NH:33][CH:31]([CH3:30])[CH3:32])[c:6]1[n:7][n:8][c:9]([NH:11][C:12]([CH:13]([CH2:14][CH2:15][CH3:16])[NH:17][C:18]([CH2:19][c:20]2[cH:21][c:22]([F:27])[cH:23][c:24]([F:26])[cH:25]2)=[O:28])=[O:29])[s:10]1. Starting materials: C(C)OCN1CCN2C1=NC=1N(C(N(C(C21)=O)CCCC[C@@H](C)O)=O)C ((R)-7,8-dihydro-8-ethoxymethyl-3-(5-hydroxyhexyl)-1-methyl-1H-imidazo[2,1-f]-purine-2,4(3H,6H)-dione), [H][H] (hydrogen). The reagents and catalysts are [Pd] (palladium on carbon). Solvent: C(C)(=O)O (acetic acid). Yields the product CN1C(N(C(C=2N3C(=NC12)N(CC3)C)=O)CCCC[C@@H](C)O)=O ((R)-7,8-dihydro-1,8-dimethyl-3-(5-hydroxyhexyl)-1H-imidazo[2,1-f]-purine-2,4(3H,6H)-dione). RXN SMILES: C(O[CH2:4][N:5]1[C:9]2=[N:10][C:11]3[N:12]([CH3:26])[C:13](=[O:25])[N:14]([CH2:18][CH2:19][CH2:20][CH2:21][C@H:22]([OH:24])[CH3:23])[C:15](=[O:17])[C:16]=3[N:8]2[CH2:7][CH2:6]1)C.[H][H]>[Pd].C(O)(=O)C>[CH3:26][N:12]1[C:11]2[N:10]=[C:9]3[N:5]([CH3:4])[CH2:6][CH2:7][N:8]3[C:16]=2[C:15](=[O:17])[N:14]([CH2:18][CH2:19][CH2:20][CH2:21][C@H:22]([OH:24])[CH3:23])[C:13]1=[O:25]. Reported procedure: A mixture of (R)-7,8-dihydro-8-ethoxymethyl-3-(5-hydroxyhexyl)-1-methyl-1H-imidazo[2,1-f]-purine-2,4(3H,6H)-dione (60 mg, 0.164 mmol) and 10% palladium on carbon (50% water, 100 mg) in acetic acid (25 ml) was treated with hydrogen gas (50 psi) on a Parr sharker at room temperature for 18 hours. After filtration through a pad of celite, concentration of the filtrate under reduced pressure provided (R)-7,8-dihydro-1,8-dimethyl-3-(5-hydroxyhexyl)-1H-imidazo[2,1-f]-purine-2,4(3H,6H)-dione (CT-31878)... Product: CCc1c(C)n(C)c(=O)n(-c2cc(C(=O)OC(C)C)c(Cl)cc2F)c1=O. As a reaction SMILES: [CH3:26][O:27][S:28]([O:29][CH3:30])(=[O:31])=[O:32].[CH3:33][N:34]([CH3:35])[CH:36]=[O:37].[Cl:1][c:2]1[c:3]([C:4](=[O:5])[O:6][CH:7]([CH3:8])[CH3:9])[cH:10][c:11](-[n:15]2[c:16](=[O:25])[nH:17][c:18]([CH3:24])[c:19]([CH2:22][CH3:23])[c:20]2=[O:21])[c:12]([F:14])[cH:13]1>>[Cl:1][c:2]1[c:3]([C:4](=[O:5])[O:6][CH:7]([CH3:8])[CH3:9])[cH:10][c:11](-[n:15]2[c:16](=[O:25])[n:17]([CH3:26])[c:18]([CH3:24])[c:19]([CH2:22][CH3:23])[c:20]2=[O:21])[c:12]([F:14])[cH:13]1. Starting materials: COS(=O)(=O)OC, CN(C)C=O, CCc1c(C)[nH]c(=O)n(-c2cc(C(=O)OC(C)C)c(Cl)cc2F)c1=O.